This data is from the Open Reaction Database (ORD), a public repository of structured organic reaction records. The task is: describe an organic reaction: reactants, conditions, products, and yield Reactants: CC(COCc1ccc(F)cc1)NC(=O)OC(C)(C)C, ClCCl, O=C(O)C(F)(F)F. Product: CC(N)COCc1ccc(F)cc1. As a reaction SMILES: [C:1]([O:2][C:3](=[O:4])[NH:8][CH:9]([CH3:10])[CH2:11][O:12][CH2:13][c:14]1[cH:15][cH:16][c:17]([F:20])[cH:18][cH:19]1)([CH3:5])([CH3:6])[CH3:7].[Cl:28][CH2:29][Cl:30].[OH:21][C:22]([C:23]([F:24])([F:25])[F:26])=[O:27]>>[NH2:8][CH:9]([CH3:10])[CH2:11][O:12][CH2:13][c:14]1[cH:15][cH:16][c:17]([F:20])[cH:18][cH:19]1. RXN SMILES: C([O:3][C:4](=[O:29])[CH:5]([C@H:11]([C:18]1[C:26]2[C:21](=[CH:22][CH:23]=[CH:24][C:25]=2[O:27][CH3:28])[NH:20][CH:19]=1)[C:12]1[CH:17]=[CH:16][CH:15]=[CH:14][CH:13]=1)[C:6]([O:8]CC)=[O:7])C.C1COCC1>O>[CH3:28][O:27][C:25]1[CH:24]=[CH:23][CH:22]=[C:21]2[C:26]=1[C:18]([C@H:11]([C:12]1[CH:13]=[CH:14][CH:15]=[CH:16][CH:17]=1)[CH:5]([C:4]([OH:29])=[O:3])[C:6]([OH:8])=[O:7])=[CH:19][NH:20]2. Starting materials: EDTA tetrasodium decahydrate, C(C)OC(C(C(=O)OCC)[C@@H](C1=CC=CC=C1)C1=CNC2=CC=CC(=C12)OC)=O (2-[(S)-(4-methoxy-1H-indol-3-yl)-phenyl-methyl]-malonic acid diethyl ester), C1CCOC1 (THF), EDTA tetrasodium decahydrate. Procedure: A 200 L reactor under N2 atmosphere was loaded with 2-[(S)-(4-methoxy-1H-indol-3-yl)-phenyl-methyl]-malonic acid diethyl ester (12 kg) and THF (53 kg). A solution of EDTA tetrasodium decahydrate (8 kg) in 20 L of cold tap water was separately prepared with shaking to dissolve the solid. One half of the EDTA tetrasodium decahydrate solution was added to the reactor, and the mixture was agitated for 10 minutes. The layers were allowed to separate over 20 minutes, and the aqueous phase was drained.... Isolated yield 85.2%. The product is COC1=C2C(=CNC2=CC=C1)[C@@H](C(C(=O)O)C(=O)O)C1=CC=CC=C1 (2-[(S)-(4-Methoxy-1H-indol-3-yl)-phenyl-methyl]-malonic acid). Run at temperature 62.5 celsius, time 1 hour. Run in O (water), O (water). Reactants: CNC, CO, O=C(Nc1ccccc1)ONC1=Nc2ccc(Cl)cc2C(c2ccccc2)=NC1OC(=O)Oc1ccccc1, O. The product is CN(C)C(=O)OC1N=C(c2ccccc2)c2cc(Cl)ccc2N=C1NOC(=O)Nc1ccccc1. RXN SMILES: [CH3:1][NH:2][CH3:3].[CH3:44][OH:45].[Cl:4][c:5]1[cH:6][cH:7][c:8]2[c:9]([cH:42]1)[C:10]([c:36]1[cH:37][cH:38][cH:39][cH:40][cH:41]1)=[N:11][CH:12]([O:26][C:27](=[O:28])[O:29][c:30]1[cH:31][cH:32][cH:33][cH:34][cH:35]1)[C:13]([NH:15][O:16][C:17]([NH:18][c:19]1[cH:20][cH:21][cH:22][cH:23][cH:24]1)=[O:25])=[N:14]2.[OH2:43]>>[CH3:1][N:2]([CH3:3])[C:27]([O:26][CH:12]1[N:11]=[C:10]([c:36]2[cH:37][cH:38][cH:39][cH:40][cH:41]2)[c:9]2[c:8]([cH:7][cH:6][c:5]([Cl:4])[cH:42]2)[N:14]=[C:13]1[NH:15][O:16][C:17]([NH:18][c:19]1[cH:20][cH:21][cH:22][cH:23][cH:24]1)=[O:25])=[O:28].